This data is from the Open Reaction Database (ORD), a public repository of structured organic reaction records. The task is: describe an organic reaction: reactants, conditions, products, and yield Starting materials: Cl.ClCCN1CCCCC1 (2-chloroethylpiperidine hydrochloride), C(=O)([O-])[O-].[Cs+].[Cs+] (Cs2CO3). Run in CN(C)C=O (DMF). Yields the product OC1=CC=C(OC2=C(C=CC3=CC(=CC=C23)OC)C2=CC(=CC=C2)OC)C=C1 (1-(4-hydroxyphenoxy)-2-(3-methoxyphenyl)-6-methoxynaphthalene). Yield: 320.0%. RXN SMILES: Cl.ClCCN1[CH2:10][CH2:9][CH2:8][CH2:7][CH2:6]1.[C:11]([O-:14])([O-])=O.[Cs+].[Cs+]>CN(C=O)C>[OH:14][C:6]1[CH:7]=[CH:8][C:9]([O:14][C:11]2[C:8]3[C:7](=[CH:6][C:11]([O:14][CH3:11])=[CH:10][CH:9]=3)[CH:8]=[CH:9][C:10]=2[C:8]2[CH:7]=[CH:6][CH:7]=[C:10]([O:14][CH3:11])[CH:9]=2)=[CH:10][CH:6]=1 |f:0.1,2.3.4|. Procedure details: A solution of 1.5 g (4 mmol) of 1-(4-hydroxyphenoxy)-2-(3-methoxyphenyl)-6-methoxynaphthalene in 40 mL of DMF was prepared. To this solution was added 920 mg (5 mmol) of 2-chloroethylpiperidine hydrochloride and 5.2 g (16 mmol) of Cs2CO3, the reaction was stirred at ambient temperature under a nitrogen atmosphere for sixteen hours. The solvents were removed by evaporation and the residue partioned between water and EtOAc. The EtOAc layer was washed with water, then brine, dried with Na2SO4, and ... Starting materials: CCOC(=O)OC(C)OC(=O)c1ccccc1O, CC(=O)[O-], CC(=O)[O-], O=C1OCCO1, CC(=O)[O-], CC(=O)O, [Cl-], Fc1cccc(F)c1, [Na+], [Na+], [Na+], O, [OH-], [Pd+2]. Product: CCOC(=O)OC(C)OC(=O)c1cc(-c2ccc(F)cc2F)ccc1O. Reaction SMILES: [C:14]([c:15]1[c:16]([OH:17])[cH:18][cH:19][cH:20][cH:21]1)(=[O:22])[O:23][CH:24]([CH3:25])[O:26][C:27](=[O:28])[O:29][CH2:30][CH3:31].[C:43]([O-:44])(=[O:45])[CH3:46].[C:48]([O-:49])(=[O:50])[CH3:51].[C:8]1(=[O:9])[O:10][CH2:11][CH2:12][O:13]1.[CH3:4][C:5](=[O:6])[O-:7].[CH3:52][C:53](=[O:54])[OH:55].[Cl-:2].[F:32][c:33]1[cH:34][c:35]([F:39])[cH:36][cH:37][cH:38]1.[Na+:1].[Na+:3].[Na+:42].[O:40].[OH-:41].[Pd+2:47]>>[C:14]([c:15]1[c:16]([OH:17])[cH:18][cH:19][c:20](-[c:38]2[c:33]([F:32])[cH:34][c:35]([F:39])[cH:36][cH:37]2)[cH:21]1)(=[O:22])[O:23][CH:24]([CH3:25])[O:26][C:27](=[O:28])[O:29][CH2:30][CH3:31].